Dataset: the Open Reaction Database (ORD), a public repository of structured organic reaction records. Task: describe an organic reaction: reactants, conditions, products, and yield Reactants: C(C)OC(NN1CCC2=C(C(C1)OC1=CC=C(C=C1)C(F)(F)F)C=CC=C2)=O (N-[2,3,4,5-tetrahydro-1-(4-trifluoromethylphenoxy)3-benzazepin-3-yl]carbamic acid ethyl ester), CC(C)([O-])C.[K+] (Potassium-t-butoxide), ice, S(=O)(=O)(OC)OC (dimethyl sulfate), O (water). The solvent is O1CCCC1 (tetrahydrofuran), O1CCCC1 (tetrahydrofuran). Run at time 1 hour. The product is C(C)OC(N(N1CCC2=C(C(C1)OC1=CC=C(C=C1)C(F)(F)F)C=CC=C2)C)=O (N-Methyl-N-[2,3,4,5-tetrahydro-1-(4-trifluoromethylphenoxy)-3-benzazepin-3-yl]carbamic acid ethyl ester). Isolated yield 72.4%. As a reaction SMILES: [CH3:1]C(C)([O-])C.[K+].[CH2:7]([O:9][C:10](=[O:34])[NH:11][N:12]1[CH2:18][CH:17]([O:19][C:20]2[CH:25]=[CH:24][C:23]([C:26]([F:29])([F:28])[F:27])=[CH:22][CH:21]=2)[C:16]2[CH:30]=[CH:31][CH:32]=[CH:33][C:15]=2[CH2:14][CH2:13]1)[CH3:8].S(OC)(OC)(=O)=O.O>O1CCCC1>[CH2:7]([O:9][C:10](=[O:34])[N:11]([CH3:1])[N:12]1[CH2:18][CH:17]([O:19][C:20]2[CH:25]=[CH:24][C:23]([C:26]([F:27])([F:29])[F:28])=[CH:22][CH:21]=2)[C:16]2[CH:30]=[CH:31][CH:32]=[CH:33][C:15]=2[CH2:14][CH2:13]1)[CH3:8] |f:0.1|. Procedure details: Potassium-t-butoxide (3 g) was added as a powder to an ice-cooled solution of N-[2,3,4,5-tetrahydro-1-(4-trifluoromethylphenoxy)3-benzazepin-3-yl]carbamic acid ethyl ester (8 g) in 100 ml tetrahydrofuran. After thirty minutes, a solution of dimethyl sulfate (3.1 g) in 25 ml tetrahydrofuran was slowly added. After one hour, the reaction mixture was stirred with water and extracted with ethyl acetate. The dried (anhydrous magnesium sulfate) organic layer was filtered and concentrated. The residue ... Reactants: BrC1=C(C=C(C=C1)OC)NC(C(C)(C)C)=O (N-(2-bromo-5-methoxyphenyl)-2,2-dimethylpropanamide), C(CCC)[Li] (n-butyllithium), hexanes, B(OC(C)C)(OC(C)C)OC(C)C (Triisopropyl borate), [Cl-].[NH4+] (ammonium chloride). Run in O1CCCC1 (tetrahydrofuran). Run at temperature -40 celsius, time 30 minute. The product is CC(C(=O)NC1=C(C=CC(=C1)OC)B(O)O)(C)C (2-[(2,2-dimethylpropanoyl)amino]-4-methoxyphenylboronic acid). Isolated yield 55.0%. RXN SMILES: Br[C:2]1[CH:7]=[CH:6][C:5]([O:8][CH3:9])=[CH:4][C:3]=1[NH:10][C:11](=[O:16])[C:12]([CH3:15])([CH3:14])[CH3:13].C([Li])CCC.[B:22](OC(C)C)([O:27]C(C)C)[O:23]C(C)C.[Cl-].[NH4+]>O1CCCC1>[CH3:13][C:12]([CH3:15])([CH3:14])[C:11]([NH:10][C:3]1[CH:4]=[C:5]([O:8][CH3:9])[CH:6]=[CH:7][C:2]=1[B:22]([OH:27])[OH:23])=[O:16] |f:3.4|. Procedure: To a stirred solution of N-(2-bromo-5-methoxyphenyl)-2,2-dimethylpropanamide (2.82 g, 9.85 mmol) in tetrahydrofuran (20 mL) at −78° C. was added slowly a solution of n-butyllithium in hexanes (2.5 M, 8.30 mL, 20.7 mmol). The solution was stirred for 30 minutes in a −40° C. bath, then was cooled back to −78° C. Triisopropyl borate (6.82 mL, 29.6 mmol) was added slowly. The solution was stirred for 1 hour at −40° C., then was stirred at 0° C. for 30 minutes. Saturated aqueous ammonium chloride was... The reactants are CN(C)C=O, ClC(Cl)(Cl)C(Cl)(Cl)Cl, FC(F)=C(F)OC(F)(F)C(F)(F)C(F)(F)F, O=[N+]([O-])c1cccc([O-])c1, [Na+]. Yields the product O=[N+]([O-])c1cccc(OC(F)(F)C(F)(Cl)OC(F)(F)C(F)(F)C(F)(F)F)c1. Reaction SMILES: [CH3:36][N:37]([CH3:38])[CH:39]=[O:40].[Cl:17][C:18]([C:19]([Cl:20])([Cl:21])[Cl:22])([Cl:23])[Cl:24].[F:1][C:2](=[C:3]([F:4])[F:5])[O:6][C:7]([C:8]([C:9]([F:10])([F:11])[F:12])([F:13])[F:14])([F:15])[F:16].[N+:25](=[O:26])([O-:27])[c:28]1[cH:29][c:30]([O-:31])[cH:32][cH:33][cH:34]1.[Na+:35]>>[F:1][C:2]([C:3]([F:4])([F:5])[O:31][c:30]1[cH:29][c:28]([N+:25](=[O:26])[O-:27])[cH:34][cH:33][cH:32]1)([O:6][C:7]([C:8]([C:9]([F:10])([F:11])[F:12])([F:13])[F:14])([F:15])[F:16])[Cl:17]. The reactants are C(C)(C)(C)OC(COC1=C(C=C(C=C1)Cl)C#C)=O (tert-butyl(4-chloro-2-ethynylphenoxy)acetate), BrC1=C(C=CC(=C1)S(=O)(=O)CC(C)C)C (2-bromo-4-(isobutylsulfonyl)-1-methylbenzene), C(C)(C)(C)OC(COC1=C(C=C(C=C1)Cl)C#C)=O (tert-butyl(4-chloro-2-ethynylphenoxy)acetate), BrC1=C(C=CC(=C1)S(=O)(=O)CC(C)C)C (2-bromo-4-(isobutylsulfonyl)-1-methylbenzene). The product is ClC1=CC(=C(OCC(=O)O)C=C1)C#CC1=C(C=CC(=C1)S(=O)(=O)CC(C)C)C ((4-chloro-2-{[5-(isobutylsulfonyl)-2-methylphenyl]ethynyl}phenoxy)acetic acid). Reaction SMILES: C([O:5][C:6](=[O:18])[CH2:7][O:8][C:9]1[CH:14]=[CH:13][C:12]([Cl:15])=[CH:11][C:10]=1[C:16]#[CH:17])(C)(C)C.Br[C:20]1[CH:25]=[C:24]([S:26]([CH2:29][CH:30]([CH3:32])[CH3:31])(=[O:28])=[O:27])[CH:23]=[CH:22][C:21]=1[CH3:33]>>[Cl:15][C:12]1[CH:13]=[CH:14][C:9]([O:8][CH2:7][C:6]([OH:5])=[O:18])=[C:10]([C:16]#[C:17][C:22]2[CH:23]=[C:24]([S:26]([CH2:29][CH:30]([CH3:31])[CH3:32])(=[O:27])=[O:28])[CH:25]=[CH:20][C:21]=2[CH3:33])[CH:11]=1. Reported procedure: Following the general method as outlined in Example 37, starting from tert-butyl(4-chloro-2-ethynyl phenoxy)acetate (Intermediate 3) and 2-bromo-4-(isobutylsulfonyl)-1-methylbenzene (Intermediate 66), the title compound was obtained as a yellow solid. Starting materials: BrCC1=CC=C(C(=O)Cl)C=C1 (4-bromomethyl-benzoyl chloride), C(C)C(CO)CC (2-ethyl-1-butanol), TEA. Run in C(Cl)Cl (CH2Cl2), C(Cl)Cl (CH2Cl2). Run at time 8 hour. The product is C(C)C(COC(C1=CC=C(C=C1)CBr)=O)CC (4-bromomethyl-benzoic acid 2-ethyl-butyl ester). Reaction SMILES: [Br:1][CH2:2][C:3]1[CH:11]=[CH:10][C:6]([C:7](Cl)=[O:8])=[CH:5][CH:4]=1.[CH2:12]([CH:14]([CH2:17][CH3:18])[CH2:15][OH:16])[CH3:13]>C(Cl)Cl>[CH2:12]([CH:14]([CH2:17][CH3:18])[CH2:15][O:16][C:7](=[O:8])[C:6]1[CH:10]=[CH:11][C:3]([CH2:2][Br:1])=[CH:4][CH:5]=1)[CH3:13]. Procedure: A solution of the title A compound, 4-bromomethyl-benzoyl chloride (466 mg, 2 mmol) in 3 mL of CH2Cl2 is added dropwise to a solution of 2-ethyl-1-butanol (204 mg, 2 mmol) and TEA (202 mg, 2 mmol) in 10 mL of CH2Cl2 at 0˜5° C. over 30 min. The reaction is allowed to warm to RT and stirred overnight. The solvent is evaporated and the residue is partitioned between hexane and water. The organic phase is dried over anhydrous MgSO4 and concentrated. The residue is chromatographic on silica gel using... Starting materials: COc1ccc(CC#N)cc1, CC(C)Br, [Na+], [OH-], O. Yields the product COc1ccc(C(C#N)C(C)C)cc1. As a reaction SMILES: [CH3:7][O:8][c:9]1[cH:10][cH:11][c:12]([CH2:15][C:16]#[N:17])[cH:13][cH:14]1.[CH:3]([CH3:4])([CH3:5])[Br:6].[Na+:2].[OH-:1].[OH2:18]>>[CH:3]([CH3:4])([CH3:5])[CH:15]([c:12]1[cH:11][cH:10][c:9]([O:8][CH3:7])[cH:14][cH:13]1)[C:16]#[N:17]. Reactants: CCOC(C)=O, CCCCCC, CC(C)O, [Cu]I, Cc1ccc(I)cc1, [K+], [K+], [K+], NCc1ccccc1, OCCO, O=P([O-])([O-])[O-]. Yields the product Cc1ccc(NCc2ccccc2)cc1. RXN SMILES: [C:31]([O:32][CH2:33][CH3:34])(=[O:35])[CH3:36].[CH3:37][CH2:38][CH2:39][CH2:40][CH2:41][CH3:42].[CH3:43][CH:44]([OH:45])[CH3:46].[Cu:29][I:30].[I:17][c:18]1[cH:19][cH:20][c:21]([CH3:24])[cH:22][cH:23]1.[K+:6].[K+:7].[K+:8].[NH2:9][CH2:10][c:11]1[cH:12][cH:13][cH:14][cH:15][cH:16]1.[OH:25][CH2:26][CH2:27][OH:28].[P:1]([O-:2])([O-:3])([O-:4])=[O:5]>>[NH:9]([CH2:10][c:11]1[cH:12][cH:13][cH:14][cH:15][cH:16]1)[c:18]1[cH:19][cH:20][c:21]([CH3:24])[cH:22][cH:23]1. The reactants are CC(CN1C(=NC=2C=NC=3C=CC=CC3C21)CCC)(CC2(OCCO2)C)C (1-[2,2-dimethyl-3-(2-methyl-[1,3]dioxolan-2-yl)propyl]-2-propyl-1H-imidazo[4,5-c]quinoline), C1=CC(=CC(=C1)Cl)C(=O)OO (m-CPBA). Yields the product CC(CN1C(=NC=2C=[N+](C=3C=CC=CC3C21)[O-])CCC)(CC2(OCCO2)C)C (1-[2,2-dimethyl-3-(2-methyl-[1,3]dioxolan-2-yl)propyl]-5-oxido-2-propyl-1H-imidazo[4,5-c]quinoline). Reaction SMILES: [CH3:1][C:2]([CH3:27])([CH2:20][C:21]1([CH3:26])[O:25][CH2:24][CH2:23][O:22]1)[CH2:3][N:4]1[C:16]2[C:15]3[CH:14]=[CH:13][CH:12]=[CH:11][C:10]=3[N:9]=[CH:8][C:7]=2[N:6]=[C:5]1[CH2:17][CH2:18][CH3:19].C1C=C(Cl)C=C(C(OO)=[O:36])C=1>>[CH3:27][C:2]([CH3:1])([CH2:20][C:21]1([CH3:26])[O:25][CH2:24][CH2:23][O:22]1)[CH2:3][N:4]1[C:16]2[C:15]3[CH:14]=[CH:13][CH:12]=[CH:11][C:10]=3[N+:9]([O-:36])=[CH:8][C:7]=2[N:6]=[C:5]1[CH2:17][CH2:18][CH3:19]. Procedure details: The general method described in Steps 9 and 10 of Example 1 was used to aminate 1-[2,2-dimethyl-3-(2-methyl-[1,3]dioxolan-2-yl)propyl]-2-propyl-1H-imidazo[4,5-c]quinoline (3.10 g, 8.44 mmol) by reaction with m-CPBA (3.70 g) to provide 1-[2,2-dimethyl-3-(2-methyl-[1,3]dioxolan-2-yl)propyl]-5-oxido-2-propyl-1H-imidazo[4,5-c]quinoline followed by reaction with p-toluenesulfonyl chloride (2.80 g, 14.7 mmol) and ammonium hydroxide solution (100 mL) to provide 1-[2,2-dimethyl-3-(2-methyl-[1,3]dioxolan...